From a dataset of the Open Reaction Database (ORD), a public repository of structured organic reaction records. describe an organic reaction: reactants, conditions, products, and yield The reactants are CN(C1=NC(=CC=C1)N)C1CCN(CC1)C (N-methyl-N-(1-methyl-piperidin-4-yl)-pyridine-2,6-diamine), C1(CC1)C(=O)Cl (cyclopropanecarbonyl chloride). Reported procedure: Prepare according to procedure in Example 69 starting with N-methyl-N-(1-methyl-piperidin-4-yl)-pyridine-2,6-diamine (Preparation 34, 175 mg, 0.794 mmol), cyclopropanecarbonyl chloride (108 μL, 1.19 mmol), and pyridine (15 mL) to yield 190 mg (74%) of the title compound: mass spectrum (ion spray): m/z 289.1 (M+1); Analysis Calc'd for C16H25N4OCl.0.1H2O: C, 58.83; H, 7.78; N, 17.15. Found: C, 58.69; H, 7.71; N, 17.31. mp 258–60° C. Yield: 73.7%. As a reaction SMILES: [CH3:1][N:2]([CH:10]1[CH2:15][CH2:14][N:13]([CH3:16])[CH2:12][CH2:11]1)[C:3]1[CH:8]=[CH:7][CH:6]=[C:5]([NH2:9])[N:4]=1.[CH:17]1([C:20]([Cl:22])=[O:21])[CH2:19][CH2:18]1>N1C=CC=CC=1>[ClH:22].[CH3:1][N:2]([CH:10]1[CH2:15][CH2:14][N:13]([CH3:16])[CH2:12][CH2:11]1)[C:3]1[N:4]=[C:5]([NH:9][C:20]([CH:17]2[CH2:19][CH2:18]2)=[O:21])[CH:6]=[CH:7][CH:8]=1 |f:3.4|. Solvent: N1=CC=CC=C1 (pyridine). The product is Cl.CN(C1=CC=CC(=N1)NC(=O)C1CC1)C1CCN(CC1)C (Cyclopropanecarboxylic acid (6-(methyl-(1-methyl-piperidin-4-yl)-amino)-pyridin-2-yl)-amide hydrochloride). Reactants: CCCCCCC#CCCO, O=C1CCC(=O)N1Br, CN(C)C=O, c1ccc(P(c2ccccc2)c2ccccc2)cc1. Yields the product CCCCCCC#CCCBr. As a reaction SMILES: [CH2:1]([CH2:2][C:3]#[C:4][CH2:5][CH2:6][CH2:7][CH2:8][CH2:9][CH3:10])[OH:11].[O:31]=[C:32]1[N:33]([Br:38])[C:34](=[O:35])[CH2:36][CH2:37]1.[O:39]=[CH:40][N:41]([CH3:42])[CH3:43].[c:12]1([P:13]([c:14]2[cH:15][cH:16][cH:17][cH:18][cH:19]2)[c:20]2[cH:21][cH:22][cH:23][cH:24][cH:25]2)[cH:26][cH:27][cH:28][cH:29][cH:30]1>>[CH2:1]([CH2:2][C:3]#[C:4][CH2:5][CH2:6][CH2:7][CH2:8][CH2:9][CH3:10])[Br:38]. The reactants are C(Cl)(Cl)Cl.C(CC(C)C)O (chloroform isoamyl alcohol), CCCCCCCCCCCCOS(=O)(=O)[O-].[Na+] (SDS). Run in C(C(CO)(CO)N)O.C(CN(CC(=O)O)CC(=O)O)N(CC(=O)O)CC(=O)O (Tris EDTA). Yields the product DNA, C1(=CC=CC=C1)O (phenol), C1(=CC=CC=C1)O.C(Cl)(Cl)Cl (phenol chloroform). RXN SMILES: CCCCCC[CH2:7][CH2:8][CH2:9][CH2:10][CH2:11][CH2:12][O:13]S([O-])(=O)=O.[Na+].[CH:19]([Cl:22])([Cl:21])[Cl:20].C(O)CC(C)C>C(O)C(N)(CO)CO.C(N(CC(O)=O)CC(O)=O)CN(CC(O)=O)CC(O)=O>[C:12]1([OH:13])[CH:7]=[CH:8][CH:9]=[CH:10][CH:11]=1.[C:12]1([OH:13])[CH:7]=[CH:8][CH:9]=[CH:10][CH:11]=1.[CH:19]([Cl:22])([Cl:21])[Cl:20] |f:0.1,2.3,4.5,7.8|. Procedure details: catarrhalis cell pellet was resuspended in 20 mL Tris-EDTA (TE) buffer, pH 7.5. Pronase (final concentration 500 μg/mL) and SDS (final concentration 1%) were added and the suspension was incubated in a 37° C. water bath for 2 hours. DNA was isolated by sequential extractions with phenol (1 time), phenol-chloroform (1:1, 2 times), and chloroform-isoamyl alcohol (24:1, 1 time). Extracted DNA was dialyzed against 1M NaCl at 4° C. for 4 hours. This was followed by dialysis against TE buffer, pH 7.5,... Reactants: BrCc1ccccc1, [H-], Nc1c2c(nc3ccccc13)CCc1cn[nH]c1-2, [Na+], CN(C)C=O. Yields the product Nc1c2c(nc3ccccc13)CCc1cn(Cc3ccccc3)nc1-2. RXN SMILES: [Br:21][CH2:22][c:23]1[cH:24][cH:25][cH:26][cH:27][cH:28]1.[H-:20].[NH2:1][c:2]1[c:3]2[cH:4][cH:5][cH:6][cH:7][c:8]2[n:9][c:10]2[c:15]1-[c:14]1[c:13]([cH:18][n:17][nH:16]1)[CH2:12][CH2:11]2.[Na+:19].[O:29]=[CH:30][N:31]([CH3:32])[CH3:33]>>[NH2:1][c:2]1[c:3]2[cH:4][cH:5][cH:6][cH:7][c:8]2[n:9][c:10]2[c:15]1-[c:14]1[c:13]([cH:18][n:17]([CH2:22][c:23]3[cH:24][cH:25][cH:26][cH:27][cH:28]3)[n:16]1)[CH2:12][CH2:11]2. The reactants are C(C1=CC=CC=C1)OC1=CC=C(C=C1)CCC=CC(C)=O (6-(p-benzyloxyphenyl)-3-hexen-2-one), BrCC(=O)OCC (ethyl bromoacetate). The reagents and catalysts are [Zn] (zinc). The product is OC(CC(=O)OCC)(C=CCCC1=CC=C(C=C1)OCC1=CC=CC=C1)C (ethyl 3-hydroxy-3-methyl-7-(p-benzyloxyphenyl)-4-heptenoate). RXN SMILES: [CH2:1]([O:8][C:9]1[CH:14]=[CH:13][C:12]([CH2:15][CH2:16][CH:17]=[CH:18][C:19](=[O:21])[CH3:20])=[CH:11][CH:10]=1)[C:2]1[CH:7]=[CH:6][CH:5]=[CH:4][CH:3]=1.Br[CH2:23][C:24]([O:26][CH2:27][CH3:28])=[O:25]>[Zn]>[OH:21][C:19]([CH3:20])([CH:18]=[CH:17][CH2:16][CH2:15][C:12]1[CH:13]=[CH:14][C:9]([O:8][CH2:1][C:2]2[CH:7]=[CH:6][CH:5]=[CH:4][CH:3]=2)=[CH:10][CH:11]=1)[CH2:23][C:24]([O:26][CH2:27][CH3:28])=[O:25]. Reported procedure: Using 25.83 g of 6-(p-benzyloxyphenyl)-3-hexen-2-one, 11.3 ml of ethyl bromoacetate and 6.63 g of zinc, the reaction and the purification of the product were carried out according to the method described in Example I (a) affording 29.6 g of ethyl 3-hydroxy-3-methyl-7-(p-benzyloxyphenyl)-4-heptenoate. Reactants: NC1=C2N=CN(C2=NC=N1)[C@H]1[C@H](O)[C@@H]([C@H](O1)C(=O)OC)NC(C(NC(=O)OC(C)(C)C)CC1=CC=C(C=C1)Cl)=O (methyl 1-(6-amino-9H-purin-9-yl)-1,3-dideoxy-3-[N-tert-butoxycarbonyl-β-(4-chlorophenyl)-D,L-alanylamino]-β-D-ribofuranuronate), C1(=CC=CC=C1)OC (anisol), FC(C(=O)O)(F)F (trifluoroacetic acid). Run in C(C)OCC (diethyl ether). Product: NC1=C2N=CN(C2=NC=N1)[C@H]1[C@H](O)[C@@H]([C@H](O1)C(=O)O)NC(C(N)CC1=CC=C(C=C1)Cl)=O (1-(6-amino-9H-purin-9-yl)-1,3-dideoxy-3-[β-(4-chlorophenyl)-D,L-alanylamino]-β-D-ribofuranuronic acid). Yield: 68.2%. As a reaction SMILES: [NH2:1][C:2]1[N:10]=[CH:9][N:8]=[C:7]2[C:3]=1[N:4]=[CH:5][N:6]2[C@@H:11]1[O:16][C@H:15]([C:17]([O:19]C)=[O:18])[C@@H:14]([NH:21][C:22](=[O:40])[CH:23]([CH2:32][C:33]2[CH:38]=[CH:37][C:36]([Cl:39])=[CH:35][CH:34]=2)[NH:24]C(OC(C)(C)C)=O)[C@H:12]1[OH:13].C1(OC)C=CC=CC=1.FC(F)(F)C(O)=O>C(OCC)C>[NH2:1][C:2]1[N:10]=[CH:9][N:8]=[C:7]2[C:3]=1[N:4]=[CH:5][N:6]2[C@@H:11]1[O:16][C@H:15]([C:17]([OH:19])=[O:18])[C@@H:14]([NH:21][C:22](=[O:40])[CH:23]([CH2:32][C:33]2[CH:38]=[CH:37][C:36]([Cl:39])=[CH:35][CH:34]=2)[NH2:24])[C@H:12]1[OH:13]. Procedure details: A mixture of methyl 1-(6-amino-9H-purin-9-yl)-1,3-dideoxy-3-[N-tert-butoxycarbonyl-β-(4-chlorophenyl)-D,L-alanylamino]-β-D-ribofuranuronate (150 mg) prepared in Example 64 and anisol (0.3 ml) was stirred in an ice-bath, and trifluoroacetic acid (3 ml) was added. After stirring for 1 hour in an ice-bath, diethyl ether was added to the mixture. The resulting precipitates were collected by filtration, added to 1N sodium hydroxide (3 ml), and stirred for 30 minutes in an ice-bath. The reaction mixtu... Reaction SMILES: [N:1]1[N:2]([C:10]2[CH:15]=[C:14]([C:16]([CH3:23])([CH3:22])[CH2:17][C:18]([CH3:21])([CH3:20])[CH3:19])[CH:13]=[CH:12][C:11]=2O)[N:3]=[C:4]2[CH:9]=[CH:8][CH:7]=[CH:6][C:5]=12.[CH2:25]=[O:26].[ClH:27]>C(O)(=O)C.[Cl-].[Zn+2].[Cl-]>[N:1]1[N:2]([C:10]2[CH:15]=[C:14]([C:16]([CH3:23])([CH3:22])[CH2:17][C:18]([CH3:21])([CH3:20])[CH3:19])[CH:13]=[C:12]([CH2:11][Cl:27])[C:25]=2[OH:26])[N:3]=[C:4]2[CH:9]=[CH:8][CH:7]=[CH:6][C:5]=12 |f:4.5.6|. The product is N=1N(N=C2C1C=CC=C2)C2=C(C(=CC(=C2)C(CC(C)(C)C)(C)C)CCl)O (2-(2H-Benzotriazol-2-yl)-6-chloromethyl-4-(1,1,3,3-tetramethyl-butyl)-phenol). Reactants: C=O (paraformaldehyde), N=1N(N=C2C1C=CC=C2)C2=C(C=CC(=C2)C(CC(C)(C)C)(C)C)O (2-(2H-Benzotriazol-2-yl)-4-(1,1,3,3-tetramethyl-butyl)phenol), Cl (HCl). The solvent is C(C)(=O)O (acetic acid). Reported procedure: 2-(2H-Benzotriazol-2-yl)-4-(1,1,3,3-tetramethyl-butyl)phenol (45.0 g, 140 mmol) is dissolved in acetic acid (200 mL) at 90° C. Zinc chloride (2.0 g, 14 mmol) and paraformaldehyde (18 g, 600 mmol) are added and HCl gas is passed through the reaction mixture for 12 hours at 90° C. The product, which precipitates after cooling to room temperature, is filtered off, washed with cold pentane and dried at 60° C. under vacuum to yield 36 g of 2-(2H-Benzotriazol-2-yl)-6-chloromethyl-4-(1,1,3,3-tetramethy... The reagents and catalysts are [Cl-].[Zn+2].[Cl-] (Zinc chloride). Reactants: CCOC(=O)C (EtOAc), ClC1=NC=CC(N1)(C(=O)OC)N1CCC(CC1)NC(=O)C=1NC(=C(C1Cl)Cl)C (Methyl 2-chloro-4-(4-{[(3,4-dichloro-5-methyl-1H-pyrrol-2-yl)carbonyl]amino}piperidin-1-yl)pyrimidine-4-carboxylate), N1CCOCC1 (morpholine), TEA. The solvent is O (water), CN(C)C=O (DMF). Product: ClC1=C(NC(=C1Cl)C)C(=O)NC1CCN(CC1)C1=CC(=NC(=N1)N1CCOCC1)C(=O)OC (Methyl 6-(4-{[(3,4-dichloro-5-methyl-1H-pyrrol-2-yl)carbonyl]amino}piperidin-1-yl)-2-morpholin-4-ylpyrimidine-4-carboxylate). As a reaction SMILES: Cl[C:2]1[NH:7][C:6]([N:12]2[CH2:17][CH2:16][CH:15]([NH:18][C:19]([C:21]3[NH:22][C:23]([CH3:28])=[C:24]([Cl:27])[C:25]=3[Cl:26])=[O:20])[CH2:14][CH2:13]2)(C(OC)=O)[CH:5]=[CH:4][N:3]=1.[NH:29]1[CH2:34][CH2:33][O:32][CH2:31][CH2:30]1.C[CH2:36][O:37][C:38](C)=[O:39]>CN(C=O)C.O>[Cl:26][C:25]1[C:24]([Cl:27])=[C:23]([CH3:28])[NH:22][C:21]=1[C:19]([NH:18][CH:15]1[CH2:16][CH2:17][N:12]([C:6]2[N:7]=[C:2]([N:29]3[CH2:34][CH2:33][O:32][CH2:31][CH2:30]3)[N:3]=[C:4]([C:38]([O:37][CH3:36])=[O:39])[CH:5]=2)[CH2:13][CH2:14]1)=[O:20]. Procedure details: A solution of methyl 2-chloro-6-(4-{[(3,4-dichloro-5-methyl-1H-pyrrol-2-yl)carbonyl]amino}piperidin-1-yl)pyrimidine-4-carboxylate (Example 6, 300 mg, 0.67 mmol), morpholine (58 mg, 0.67 mmol) and TEA (0.09 ml, 0.67 mmol) in DMF (3 ml) were stirred at 60° C. under nitrogen for 4 hours. The mixture was cooled to room temperature and diluted with EtOAc (75 ml) and water (10 ml). The organic layer was separated, dried over Na2SO4, filtered and concentrated in vacuo to yield 320 mg of the title compo... The reactants are [K+].[Br-] (KBr), monosubstituted phenyl, FC(C(=O)C1=CC=CC=C1)(F)F (trifluoroacetophenone), FC(F)(F)S(=O)(=O)O (trifluoromethyl sulfonic acid), C1=CC=CC=C1 (benzene), triphenyl. Reaction conditions: time 48 hour. Product: C1(=CC=CC=C1)C(C(F)(F)F)(C1=CC=CC=C1)C1=CC=CC=C1 (1,1,1-Triphenyl-2,2,2-trifluoroethane). RXN SMILES: F[C:2](F)(F)[C:3]([C:5]1[CH:10]=[CH:9][CH:8]=[CH:7][CH:6]=1)=O.[F:13][C:14](S(O)(=O)=O)([F:16])[F:15].[K+].[Br-].[CH:23]1[CH:28]=[CH:27][CH:26]=[CH:25][CH:24]=1>>[C:2]1([C:3]([C:23]2[CH:28]=[CH:27][CH:26]=[CH:25][CH:24]=2)([C:5]2[CH:10]=[CH:9][CH:8]=[CH:7][CH:6]=2)[C:14]([F:16])([F:15])[F:13])[CH:7]=[CH:6][CH:5]=[CH:3][CH:2]=1 |f:2.3|. Procedure: A mixture of 10.0 g (0.057 mol) trifluoroacetophenone, 100 ml of benzene, and 5 ml of trifluoromethyl sulfonic acid was stirred for 48 hours at room temperature. The product was worked up as in Example 6 to give a white crystalline mass. Thin-layer and high-pressure liquid chromatography indicated the product was a complex mixture of many components. The thin-layer chromatogram under ultraviolet light indicated the presence of many intensely white and blue fluorescent components. The product mix...